Dataset: the Open Reaction Database (ORD), a public repository of structured organic reaction records. Task: describe an organic reaction: reactants, conditions, products, and yield Reactants: C1OC=2C=C(COC3=CC=C(C(=O)NC4=CC=NC=C4)C=C3)C=CC2O1 (4-(3,4-methylenedioxybenzyloxy)-N-(4-pyridyl)benzamide), [H-].[Al+3].[Li+].[H-].[H-].[H-] (lithium aluminum hydride). Product: C1OC=2C=C(COC3=CC=C(CNC4=CC=NC=C4)C=C3)C=CC2O1 (4-[4-(3,4-methylenedioxybenzyloxy)benzylamino]pyridine). Reaction SMILES: [CH2:1]1[O:26][C:25]2[CH:24]=[CH:23][C:5]([CH2:6][O:7][C:8]3[CH:22]=[CH:21][C:11]([C:12]([NH:14][C:15]4[CH:20]=[CH:19][N:18]=[CH:17][CH:16]=4)=O)=[CH:10][CH:9]=3)=[CH:4][C:3]=2[O:2]1.[H-].[Al+3].[Li+].[H-].[H-].[H-]>>[CH2:1]1[O:26][C:25]2[CH:24]=[CH:23][C:5]([CH2:6][O:7][C:8]3[CH:22]=[CH:21][C:11]([CH2:12][NH:14][C:15]4[CH:20]=[CH:19][N:18]=[CH:17][CH:16]=4)=[CH:10][CH:9]=3)=[CH:4][C:3]=2[O:2]1 |f:1.2.3.4.5.6|. Procedure details: 18-6 (0.32 g, 0.9 mmol) was reduced with lithium aluminum hydride (0.30 g, 8 mmol) as in Example 10. The product 18-7 was obtained as an oil. The hydrochloride salt melted at 190°-193° C.